From a dataset of the Open Reaction Database (ORD), a public repository of structured organic reaction records. describe an organic reaction: reactants, conditions, products, and yield Reactants: CCN1C=C(C(=O)C2=C1N=C(N=C2)N3CCNCC3)C(=O)O (Pipemidic acid), COC1=C(C=CC=C1)N=C=S (2-methoxyphenyl isothiocyanate). Product: COC1=C(C=CC=C1)NC(=S)N1CCN(CC1)C=1N=CC2=C(N1)N(C=C(C2=O)C(=O)O)CC (2-(4-{[(2-methoxyphenyl)amino]carbonothioyl}-1-piperazinyl)-8-ethyl-5-oxo-5,8-dihydropyrido[2,3-d]pyrimidine-6-carboxylic acid). RXN SMILES: [CH3:1][CH2:2][N:3]1[C:9]2[N:10]=[C:11]([N:14]3[CH2:19][CH2:18][NH:17][CH2:16][CH2:15]3)[N:12]=[CH:13][C:8]=2[C:6](=[O:7])[C:5]([C:20]([OH:22])=[O:21])=[CH:4]1.[CH3:23][O:24][C:25]1[CH:30]=[CH:29][CH:28]=[CH:27][C:26]=1[N:31]=[C:32]=[S:33]>>[CH3:23][O:24][C:25]1[CH:30]=[CH:29][CH:28]=[CH:27][C:26]=1[NH:31][C:32]([N:17]1[CH2:18][CH2:19][N:14]([C:11]2[N:12]=[CH:13][C:8]3[C:6](=[O:7])[C:5]([C:20]([OH:22])=[O:21])=[CH:4][N:3]([CH2:2][CH3:1])[C:9]=3[N:10]=2)[CH2:15][CH2:16]1)=[S:33]. Procedure: Pipemidic acid (53 mg, 0.175 mmol) and 2-methoxyphenyl isothiocyanate (20 μL, 0.145 mmol) were used. Purification on silica yielded compound 21 in Table 1, below (36 mg, 53%). 1H NMR (250 MHz, CDCl3) δ 9.33 (s, 1H), 8.68 (s, 1H), 7.84 (d, J=7.30 Hz, 1H), 7.54 (s, 1H), 7.20-7.04 (m, 1H), 7.03-6.85 (m, 2H), 4.44-3.73 (m, 13H), 1.49 (t, J=6.60 Hz, 3H) ppm. Reactants: [Si](C)(C)(C(C)(C)C)OC[C@@H]1C[C@H]([C@@H](C1)O)NC1=NC=NC(=C1)N[C@H]1CCC2=CC=CC=C12 ((1R,2R,4R)-4-({[tert-butyl(dimethyl)silyl]oxy}methyl)-2-({6-[(1S)-2,3-dihydro-1H-inden-1-ylamino]pyrimidin-4-yl}amino)cyclopentanol), N,N-dimethylaminopyridine, N1=CC=CC=C1 (pyridine), C(C)(=O)OC(C)=O (acetic anhydride). Run in C(Cl)Cl (DCM), O (H2O). Run at time 8 hour. Product: C(C)(=O)O[C@H]1[C@@H](C[C@H](C1)CO[Si](C)(C)C(C)(C)C)NC1=NC=NC(=C1)N[C@H]1CCC2=CC=CC=C12 ((1R,2R,4R)-4-({[tert-butyl(dimethyl)silyl]oxy}methyl)-2-({6-[(1S)-2,3-dihydro-1H-inden-1-ylamino]pyrimidin-4-yl}amino)cyclopentyl acetate). Reaction SMILES: [Si:1]([O:8][CH2:9][C@H:10]1[CH2:14][C@@H:13]([OH:15])[C@H:12]([NH:16][C:17]2[CH:22]=[C:21]([NH:23][C@@H:24]3[C:32]4[C:27](=[CH:28][CH:29]=[CH:30][CH:31]=4)[CH2:26][CH2:25]3)[N:20]=[CH:19][N:18]=2)[CH2:11]1)([C:4]([CH3:7])([CH3:6])[CH3:5])([CH3:3])[CH3:2].N1C=CC=CC=1.[C:39](OC(=O)C)(=[O:41])[CH3:40]>C(Cl)Cl.O>[C:39]([O:15][C@@H:13]1[CH2:14][C@H:10]([CH2:9][O:8][Si:1]([C:4]([CH3:7])([CH3:5])[CH3:6])([CH3:3])[CH3:2])[CH2:11][C@H:12]1[NH:16][C:17]1[CH:22]=[C:21]([NH:23][C@@H:24]2[C:32]3[C:27](=[CH:28][CH:29]=[CH:30][CH:31]=3)[CH2:26][CH2:25]2)[N:20]=[CH:19][N:18]=1)(=[O:41])[CH3:40]. Reported procedure: To a solution of (1R,2R,4R)-4-({[tert-butyl(dimethyl)silyl]oxy}methyl)-2-({6-[(1S)-2,3-dihydro-1H-inden-1-ylamino]pyrimidin-4-yl}amino)cyclopentanol (0.193 g, 0.424 mmol), N,N-dimethylaminopyridine (4.7 mg, 0.039 mmol) and pyridine (0.281 mL, 3.48 mmol) in DCM (2.1 mL) was added acetic anhydride (0.044 mL, 0.46 mmol) and the mixture stirred overnight. The reaction was diluted with CH2CL2 (10 mL) and H2O (20 mL) then stirred for 10 m. The organic layer was separated and the aqueous layer was extr... Reactants: COC(=O)c1nc(N(C)S(=O)(=O)CCCCCNC(=O)OC(C)(C)C)c2cccnc2c1OS(=O)(=O)c1ccc(C)cc1, C[O-], CO, CC(=O)O, [Na+], CN(C)C=O, O. The product is COC(=O)c1nc(N(C)S(=O)(=O)CCCCCNC(=O)OC(C)(C)C)c2cccnc2c1O. As a reaction SMILES: [C:1]([CH3:2])([CH3:3])([CH3:4])[O:5][C:6](=[O:7])[NH:8][CH2:9][CH2:10][CH2:11][CH2:12][CH2:13][S:14](=[O:15])(=[O:16])[N:17]([CH3:18])[c:19]1[c:20]2[cH:21][cH:22][cH:23][n:24][c:25]2[c:26]([O:33][S:34]([c:35]2[cH:36][cH:37][c:38]([CH3:39])[cH:40][cH:41]2)(=[O:42])=[O:43])[c:27]([C:29](=[O:30])[O:31][CH3:32])[n:28]1.[CH3:44][O-:45].[CH3:47][OH:48].[CH3:49][C:50](=[O:51])[OH:52].[Na+:46].[O:53]=[CH:54][N:55]([CH3:56])[CH3:57].[OH2:58]>>[C:1]([CH3:2])([CH3:3])([CH3:4])[O:5][C:6](=[O:7])[NH:8][CH2:9][CH2:10][CH2:11][CH2:12][CH2:13][S:14](=[O:15])(=[O:16])[N:17]([CH3:18])[c:19]1[c:20]2[cH:21][cH:22][cH:23][n:24][c:25]2[c:26]([OH:33])[c:27]([C:29](=[O:30])[O:31][CH3:32])[n:28]1. The reactants are BrC(C(=O)C#N)(C)C (α-bromo-isobutyryl cyanide), FC=1C=C(C=CC1SC)C(CC1=CC=CC=C1)=O (1-{3-fluoro-4-(methylthio)phenyl}-2-phenyl-ethan-1-one), [H-].[Na+] (sodium hydride), oil. The solvent is C1CCOC1 (THF), C1CCOC1 (THF). Conditions: time 1 hour. Product: CC1(OC(=C(C1=O)C1=CC=CC=C1)C1=CC(=C(C=C1)SC)F)C (2,2-dimethyl-5-{3-fluoro-4-(methylthio)phenyl}-4-phenyl-3(2H)-furanone). As a reaction SMILES: [F:1][C:2]1[CH:3]=[C:4]([C:10](=[O:18])[CH2:11][C:12]2[CH:17]=[CH:16][CH:15]=[CH:14][CH:13]=2)[CH:5]=[CH:6][C:7]=1[S:8][CH3:9].[H-].[Na+].Br[C:22]([CH3:28])([CH3:27])[C:23](C#N)=[O:24]>C1COCC1>[CH3:27][C:22]1([CH3:28])[C:23](=[O:24])[C:11]([C:12]2[CH:17]=[CH:16][CH:15]=[CH:14][CH:13]=2)=[C:10]([C:4]2[CH:5]=[CH:6][C:7]([S:8][CH3:9])=[C:2]([F:1])[CH:3]=2)[O:18]1 |f:1.2|. Procedure details: To a stirred solution of 1-{3-fluoro-4-(methylthio)phenyl}-2-phenyl-ethan-1-one (1.68 g) in 100 ml dry THF, was added portion-wise at 0° C. 60% oil dispersion of sodium hydride (270 mg). The reaction solution was stirred at the same temperature for 1 hour. Then 1.2 ml of α-bromo-isobutyryl cyanide diluted in 25 ml dry THF was added dropwise to the stirred solution at 0° C. The reaction mixture was stirred overnight while warming gradually to room temperature. The solution was concentrated in vac...